From a dataset of the Open Reaction Database (ORD), a public repository of structured organic reaction records. describe an organic reaction: reactants, conditions, products, and yield The reactants are FC(C=1C=CC2=C(N=C(O2)C2=C(C=NC=C2)O)C1)(F)F (4-[5-(trifluoromethyl)benzoxazole-2-yl]pyridin-3-ol), C([O-])([O-])=O.[K+].[K+] (potassium carbonate), CN(C)C=O (DMF), ClC(F)F (chlorodifluoromethane). The solvent is O (Water). Reaction conditions: time 8 hour. The product is FC(OC=1C=NC=CC1C=1OC2=C(N1)C=C(C=C2)C(F)(F)F)F (2-(3-difluoromethoxypyridin-4-yl)-5-(trifluoromethyl)benzoxazole). As a reaction SMILES: [F:1][C:2]([F:20])([F:19])[C:3]1[CH:4]=[CH:5][C:6]2[O:10][C:9]([C:11]3[CH:16]=[CH:15][N:14]=[CH:13][C:12]=3[OH:17])=[N:8][C:7]=2[CH:18]=1.C(=O)([O-])[O-].[K+].[K+].CN(C=O)C.Cl[CH:33]([F:35])[F:34]>O>[F:34][CH:33]([F:35])[O:17][C:12]1[CH:13]=[N:14][CH:15]=[CH:16][C:11]=1[C:9]1[O:10][C:6]2[CH:5]=[CH:4][C:3]([C:2]([F:19])([F:1])[F:20])=[CH:18][C:7]=2[N:8]=1 |f:1.2.3|. Procedure: A mixture of 0.50 g of 4-[5-(trifluoromethyl)benzoxazole-2-yl]pyridin-3-ol, 1.23 g of potassium carbonate and 14 ml of DMF was stirred while heating at 70° C. for three hours with chlorodifluoromethane gas injected. By stopping injection of gas, the mixture was cooled to room temperature and allowed to stand overnight. Water was added to the reaction mixture, followed by extraction with ethyl acetate twice. The combined organic layers were washed with water and a saturated sodium chloride soluti... The reactants are ClC1=CC(=NC2=CC=CC=C12)C1=CC=C(C=C1)OC (4-chloro-2-(4-methoxy-phenyl)-quinoline), O[C@@H]1CNCC1 ((S)-3-hydroxypyrrolidine). The product is Cl.COC1=CC=C(C=C1)C1=NC2=CC=CC=C2C(=C1)N1C[C@H](CC1)O ((S)-1-[2-(4-Methoxy-phenyl)-quinolin-4-yl]-pyrrolidin-3-ol hydrochloride). As a reaction SMILES: [Cl:1][C:2]1[C:11]2[C:6](=[CH:7][CH:8]=[CH:9][CH:10]=2)[N:5]=[C:4]([C:12]2[CH:17]=[CH:16][C:15]([O:18][CH3:19])=[CH:14][CH:13]=2)[CH:3]=1.[OH:20][C@H:21]1[CH2:25][CH2:24][NH:23][CH2:22]1>>[ClH:1].[CH3:19][O:18][C:15]1[CH:16]=[CH:17][C:12]([C:4]2[CH:3]=[C:2]([N:23]3[CH2:24][CH2:25][C@H:21]([OH:20])[CH2:22]3)[C:11]3[C:6](=[CH:7][CH:8]=[CH:9][CH:10]=3)[N:5]=2)=[CH:13][CH:14]=1 |f:2.3|. Procedure: The title compound, m.p. 270-271° C., MS: m/e=321.3 (M+H+), was prepared 4-chloro-2-(4-methoxy-phenyl)-quinoline and (S)-3-hydroxypyrrolidine. The reactants are FC(OC1=CC=C(C=C1)N1CCNCC1)(F)F (1-(4-trifluoromethoxyphenyl)-piperazine), BrC1=CC=C(OC2OCCCC2)C=C1 (2-(4-bromophenoxy)-tetrahydropyran), C=1C=CC(=CC1)P(C=2C=CC=CC2)C3=CC=C4C=CC=CC4=C3C5=C6C=CC=CC6=CC=C5P(C=7C=CC=CC7)C=8C=CC=CC8 (BINAP), CC(C)([O-])C.[Na+] (sodium tert-butoxide). The reagents and catalysts are C(C)(=O)[O-].[Pd+2].C(C)(=O)[O-] (palladium acetate). Solvent: C1(=CC=CC=C1)C (toluene), O (water), C(C)(=O)OCC (Ethyl acetate). Product: O1C(CCCC1)OC1=CC=C(C=C1)N1CCN(CC1)C1=CC=C(C=C1)OC(F)(F)F (1-[4-(tetrahydropyran-2-yloxy)phenyl]-4-(4-trifluoromethoxyphenyl)piperazine). Isolated yield 35.9%. As a reaction SMILES: [F:1][C:2]([F:17])([F:16])[O:3][C:4]1[CH:9]=[CH:8][C:7]([N:10]2[CH2:15][CH2:14][NH:13][CH2:12][CH2:11]2)=[CH:6][CH:5]=1.Br[C:19]1[CH:31]=[CH:30][C:22]([O:23][CH:24]2[CH2:29][CH2:28][CH2:27][CH2:26][O:25]2)=[CH:21][CH:20]=1.C1C=CC(P(C2C(C3C(P(C4C=CC=CC=4)C4C=CC=CC=4)=CC=C4C=3C=CC=C4)=C3C(C=CC=C3)=CC=2)C2C=CC=CC=2)=CC=1.CC(C)([O-])C.[Na+]>C1(C)C=CC=CC=1.C([O-])(=O)C.[Pd+2].C([O-])(=O)C.O.C(OCC)(=O)C>[O:25]1[CH2:26][CH2:27][CH2:28][CH2:29][CH:24]1[O:23][C:22]1[CH:30]=[CH:31][C:19]([N:13]2[CH2:12][CH2:11][N:10]([C:7]3[CH:8]=[CH:9][C:4]([O:3][C:2]([F:1])([F:16])[F:17])=[CH:5][CH:6]=3)[CH2:15][CH2:14]2)=[CH:20][CH:21]=1 |f:3.4,6.7.8|. Procedure details: A mixture of 1-(4-trifluoromethoxyphenyl)-piperazine (4.4 g, 17.8 mmol), 2-(4-bromophenoxy)-tetrahydropyran (4.6 g, 17.8 mmol), palladium acetate (159 mg, 0.71 mmol), BINAP (666 mg, 1.07 mmol) and sodium tert-butoxide (2.2 g, 23.1 mmol) in toluene (40 ml) was refluxed under a nitrogen atmosphere for 5 hours. Ethyl acetate and water were added to the reaction mixture, which was stirred for a while. The insoluble substances were removed by filtration through Celite, and the filtrate was then extra...